From a dataset of the Open Reaction Database (ORD), a public repository of structured organic reaction records. describe an organic reaction: reactants, conditions, products, and yield Reactants: BrB(Br)Br, CCOc1cc(CC(=O)NC(C(=O)OC(C)C)c2ccccc2N2CCCCC2)ccc1C(=O)O, CC(C)O, ClCCCl. The product is CC(C)OC(=O)C(NC(=O)Cc1ccc(C(=O)O)c(O)c1)c1ccccc1N1CCCCC1. As a reaction SMILES: [B:1]([Br:2])([Br:3])[Br:4].[CH2:5]([CH3:6])[O:7][c:8]1[c:9]([C:10](=[O:11])[OH:12])[cH:13][cH:14][c:15]([CH2:17][C:18](=[O:19])[NH:20][CH:21]([c:22]2[c:23]([N:28]3[CH2:29][CH2:30][CH2:31][CH2:32][CH2:33]3)[cH:24][cH:25][cH:26][cH:27]2)[C:34](=[O:35])[O:36][CH:37]([CH3:38])[CH3:39])[cH:16]1.[CH:40]([OH:41])([CH3:42])[CH3:43].[Cl:44][CH2:45][CH2:46][Cl:47]>>[OH:7][c:8]1[c:9]([C:10](=[O:11])[OH:12])[cH:13][cH:14][c:15]([CH2:17][C:18](=[O:19])[NH:20][CH:21]([c:22]2[c:23]([N:28]3[CH2:29][CH2:30][CH2:31][CH2:32][CH2:33]3)[cH:24][cH:25][cH:26][cH:27]2)[C:34](=[O:35])[O:36][CH:37]([CH3:38])[CH3:39])[cH:16]1. As a reaction SMILES: [Br:1][C:2]1[CH:3]=[C:4]([CH:12]=[C:13]([Br:17])[C:14]=1[O:15][CH3:16])[CH2:5][C@:6]([CH3:11])([C:8]([OH:10])=[O:9])[NH2:7].F[C:19](F)(F)C(O)=O.Br.C=O>>[Br:1][C:2]1[CH:3]=[C:4]2[C:12](=[C:13]([Br:17])[C:14]=1[O:15][CH3:16])[CH2:19][NH:7][C@@:6]([CH3:11])([C:8]([OH:10])=[O:9])[CH2:5]2. Reactants: C=O (formaldehyde), BrC=1C=C(C[C@@](N)(C(=O)O)C)C=C(C1OC)Br (3,5-Dibromo-O,α-dimethyl-D-tyrosine), FC(C(=O)O)(F)F (trifluoroacetic acid), Br (HBr). Reported procedure: Compound 2.5 (4.8 mmol) was added to trifluoroacetic acid (5 mL). HBr (33% in acetic acid, 0.9 mL, 4.8 mmol) was added dropwise to the reaction mixture under nitrogen atmosphere. Upon the addition of the acid, formaldehyde (8.64 mmol, 260 mg, 0.7 mL) was added dropwise and the mixture stirred at 70-80° C. for 17 h. The reaction mixture was cooled, dried and concentrated. APCI MS 378 (M+1). The product was used in the next step. Conditions: temperature 75 celsius, time 17 hour. Yields the product BrC=1C=C2C[C@@](NCC2=C(C1OC)Br)(C(=O)O)C ((3R)-6,8-Dibromo-7-methoxy-3-methyl-1,2,3,4-tetrahydroisoquinoline-3-carboxylic acid). Reactants: CC(C)(C)[Si](C)(C)OCCCCn1ccc(-c2ccccc2F)nc1=O, Cl, C1COCCO1. The product is O=c1nc(-c2ccccc2F)ccn1CCCCO. As a reaction SMILES: [C:1]([Si:2]([CH3:3])([CH3:4])[O:6][CH2:7][CH2:8][CH2:9][CH2:10][n:11]1[c:12](=[O:24])[n:13][c:14](-[c:17]2[c:18]([F:23])[cH:19][cH:20][cH:21][cH:22]2)[cH:15][cH:16]1)([CH3:5])([CH3:25])[CH3:26].[ClH:27].[O:28]1[CH2:29][CH2:30][O:31][CH2:32][CH2:33]1>>[OH:6][CH2:7][CH2:8][CH2:9][CH2:10][n:11]1[c:12](=[O:24])[n:13][c:14](-[c:17]2[c:18]([F:23])[cH:19][cH:20][cH:21][cH:22]2)[cH:15][cH:16]1. Reactants: OC(C)(C1CNCCO1)OC1=C2CCCC2=CC=C1 (2-(1-hydroxy-1-methyl-4-indanyloxymethyl)morpholine), O.C1(=CC=C(C=C1)S(=O)(=O)O)C (p-toluenesulfonic acid monohydrate). The solvent is C1(=CC=CC=C1)C (toluene). Yields the product CC1=CCC2=C(C=CC=C12)OCC1CNCCO1 (2-(3-methyl-7-indenyloxymethyl)morpholine). Isolated yield 74.5%. RXN SMILES: O[C:2]([O:10][C:11]1[CH:19]=[CH:18][CH:17]=[C:16]2[C:12]=1[CH2:13][CH2:14][CH2:15]2)([CH:4]1[O:9][CH2:8][CH2:7][NH:6][CH2:5]1)C.O.[C:21]1(C)C=CC(S(O)(=O)=O)=CC=1>C1(C)C=CC=CC=1>[CH3:21][C:15]1[C:16]2[C:12](=[C:11]([O:10][CH2:2][CH:4]3[O:9][CH2:8][CH2:7][NH:6][CH2:5]3)[CH:19]=[CH:18][CH:17]=2)[CH2:13][CH:14]=1 |f:1.2|. Reported procedure: In 20 ml. of anhydrous toluene was dissolved 100 mg. of 2-(1-hydroxy-1-methyl-4-indanyloxymethyl)morpholine and after adding thereto 10 mg. of p-toluenesulfonic acid monohydrate, the mixture was refluxed for 4 hours. After cooling, the reaction mixture was washed successively with aqueous 3% sodium hydrogencarbonate solution and water, dried over anhydrous magnesium sulfate, and then the solvent was distilled off under reduced pressure. The residue formed was subjected to a silica gel column chr... The reactants are CC(=O)O, O=C1OC(CN(C(=O)OCC(Cl)(Cl)Cl)c2ccon2)CN1c1ccc(-n2ccnc2)c(F)c1, O, [Zn]. Product: O=C1OC(CNc2ccon2)CN1c1ccc(-n2ccnc2)c(F)c1. RXN SMILES: [CH3:34][C:35](=[O:36])[OH:37].[Cl:1][C:2]([Cl:3])([Cl:4])[CH2:5][O:6][C:32]([N:7]([c:8]1[n:9][o:10][cH:11][cH:12]1)[CH2:13][CH:14]1[CH2:15][N:16]([c:20]2[cH:21][c:22]([F:31])[c:23](-[n:26]3[cH:27][n:28][cH:29][cH:30]3)[cH:24][cH:25]2)[C:17](=[O:19])[O:18]1)=[O:33].[OH2:38].[Zn:39]>>[NH:7]([c:8]1[n:9][o:10][cH:11][cH:12]1)[CH2:13][CH:14]1[CH2:15][N:16]([c:20]2[cH:21][c:22]([F:31])[c:23](-[n:26]3[cH:27][n:28][cH:29][cH:30]3)[cH:24][cH:25]2)[C:17](=[O:19])[O:18]1. Reactants: C(C)(=O)OC1=CC=C(C=C1)C=1N=C2N(C=C(C=C2)OCC2CC2)C1 (4-[6-(cyclopropylmethoxy)imidazo[1,2-a]pyridin-2-yl]phenyl acetate), FC(S(=O)(=O)[O-])(F)F.ClC1=[N+](C(=CC=C1)Cl)F (2,6-dichloro-1-fluoropyridinium trifluoromethanesulfonate), C(O)([O-])=O.[Na+] (sodium hydrogen carbonate). The solvent is C(C)#N (acetonitrile). Conditions: time 4 hour. Product: C1(CC1)COC=1C=CC=2N(C1)C(=C(N2)C2=CC=C(C=C2)O)F (4-[6-(cyclopropylmethoxy)-3-fluoroimidazo[1,2-a]pyridin-2-yl]phenol). The yield is 13.7%. As a reaction SMILES: C([O:4][C:5]1[CH:10]=[CH:9][C:8]([C:11]2[N:12]=[C:13]3[CH:18]=[CH:17][C:16]([O:19][CH2:20][CH:21]4[CH2:23][CH2:22]4)=[CH:15][N:14]3[CH:24]=2)=[CH:7][CH:6]=1)(=O)C.[F:25]C(F)(F)S([O-])(=O)=O.ClC1C=CC=C(Cl)[N+]=1F.C(=O)([O-])O.[Na+]>C(#N)C>[CH:21]1([CH2:20][O:19][C:16]2[CH:17]=[CH:18][C:13]3[N:14]([C:24]([F:25])=[C:11]([C:8]4[CH:9]=[CH:10][C:5]([OH:4])=[CH:6][CH:7]=4)[N:12]=3)[CH:15]=2)[CH2:23][CH2:22]1 |f:1.2,3.4|. Procedure: A mixture of 4-[6-(cyclopropylmethoxy)imidazo[1,2-a]pyridin-2-yl]phenyl acetate (425 mg), 2,6-dichloro-1-fluoropyridinium trifluoromethanesulfonate (1.25 g) and acetonitrile (6 mL) was stirred at room temperature for 4 hr. To the reaction mixture was added saturated aqueous sodium hydrogen carbonate solution, and the mixture was extracted twice with ethyl acetate. The combined organic layer was washed with saturated brine, and dried over anhydrous magnesium sulfate, and the solvent was evaporate... Reactants: CCOC(=O)Cn1ccc2cc(O[Si](C)(C)C(C)(C)C)ccc21, CCCC[N+](CCCC)(CCCC)CCCC, C1CCOC1, [F-], O. Product: CCOC(=O)Cn1ccc2cc(O)ccc21. RXN SMILES: [CH2:1]([CH3:2])[O:3][C:4]([CH2:5][n:6]1[cH:7][cH:8][c:9]2[cH:10][c:11]([O:15][Si:16]([C:17]([CH3:18])([CH3:19])[CH3:20])([CH3:21])[CH3:22])[cH:12][cH:13][c:14]12)=[O:23].[CH2:26]([N+:27]([CH2:28][CH2:29][CH2:30][CH3:31])([CH2:32][CH2:33][CH2:34][CH3:35])[CH2:36][CH2:37][CH2:38][CH3:39])[CH2:40][CH2:41][CH3:42].[CH2:43]1[O:44][CH2:45][CH2:46][CH2:47]1.[F-:25].[OH2:24]>>[CH2:1]([CH3:2])[O:3][C:4]([CH2:5][n:6]1[cH:7][cH:8][c:9]2[cH:10][c:11]([OH:15])[cH:12][cH:13][c:14]12)=[O:23].